Dataset: the Open Reaction Database (ORD), a public repository of structured organic reaction records. Task: describe an organic reaction: reactants, conditions, products, and yield The reactants are COc1nc(C=Cc2nc3n(n2)CCCC3c2ccccc2C(F)(F)F)ccc1-n1cnc(C)c1, [H-], [Na+], O, CN(C)C=O. The product is COc1nc(C=Cc2nc3n(n2)CCCC3(O)c2ccccc2C(F)(F)F)ccc1-n1cnc(C)c1. As a reaction SMILES: [CH3:1][O:2][c:3]1[c:4](-[n:30]2[cH:31][n:32][c:33]([CH3:35])[cH:34]2)[cH:5][cH:6][c:7]([CH:9]=[CH:10][c:11]2[n:12][n:13]3[c:14]([n:29]2)[CH:15]([c:19]2[c:20]([C:25]([F:26])([F:27])[F:28])[cH:21][cH:22][cH:23][cH:24]2)[CH2:16][CH2:17][CH2:18]3)[n:8]1.[H-:36].[Na+:37].[O:38].[O:39]=[CH:40][N:41]([CH3:42])[CH3:43]>>[CH3:1][O:2][c:3]1[c:4](-[n:30]2[cH:31][n:32][c:33]([CH3:35])[cH:34]2)[cH:5][cH:6][c:7]([CH:9]=[CH:10][c:11]2[n:12][n:13]3[c:14]([n:29]2)[C:15]([c:19]2[c:20]([C:25]([F:26])([F:27])[F:28])[cH:21][cH:22][cH:23][cH:24]2)([OH:39])[CH2:16][CH2:17][CH2:18]3)[n:8]1. Starting materials: BrB(Br)Br, COc1cc(F)c(Cl)c(Oc2cc(Cl)cc(C#N)c2)c1, ClCCl. The product is N#Cc1cc(Cl)cc(Oc2cc(O)cc(F)c2Cl)c1. RXN SMILES: [B:21]([Br:22])([Br:23])[Br:24].[Cl:1][c:2]1[cH:3][c:4]([C:5]#[N:6])[cH:7][c:8]([O:10][c:11]2[c:12]([Cl:20])[c:13]([F:19])[cH:14][c:15]([O:17][CH3:18])[cH:16]2)[cH:9]1.[Cl:25][CH2:26][Cl:27]>>[Cl:1][c:2]1[cH:3][c:4]([C:5]#[N:6])[cH:7][c:8]([O:10][c:11]2[c:12]([Cl:20])[c:13]([F:19])[cH:14][c:15]([OH:17])[cH:16]2)[cH:9]1. As a reaction SMILES: [CH3:1][S:2]([O:5][C@H:6]([CH3:10])[C:7](O)=[O:8])(=[O:4])=[O:3].[CH3:11][N:12]1[CH2:16][C@@H:15]([C:17]([O:19][C:20]([CH3:23])([CH3:22])[CH3:21])=[O:18])[NH:14][C:13]1=[O:24]>>[CH3:11][N:12]1[CH2:16][C@@H:15]([C:17]([O:19][C:20]([CH3:22])([CH3:21])[CH3:23])=[O:18])[N:14]([C:7](=[O:8])[C@H:6]([O:5][S:2]([CH3:1])(=[O:4])=[O:3])[CH3:10])[C:13]1=[O:24]. Starting materials: D-lactic acid O-mesylate, CS(=O)(=O)O[C@@H](C(=O)O)C ((2R)-2-(methanesulfonyloxy)propionic acid), CN1C(N[C@@H](C1)C(=O)OC(C)(C)C)=O (t-butyl (4S)-1-methyl-2-oxoimidazolidine-4-carboxylate). Isolated yield 75.8%. Procedure details: D-lactic acid O-mesylate, namely (2R)-2-(methanesulfonyloxy)propionic acid (2.5 g) and t-butyl (4S)-1-methyl-2-oxoimidazolidine-4-carboxylate (3.42 g) were treated similarly as in Example 1 - (1), and the crude product was purified by silica gel chromatography (chloroform:ethyl acetate=1:2) and crystallized from n-hexane to give t-butyl (4S)-1-methyl-3-[(2R)-2-(methanesulfonyloxy)-propionyl]-2-oxoimidazolidine-4carboxylate (3.95 g). Yield: 75.8%., m.p.: 97°-100° C. The product is CN1C(N([C@@H](C1)C(=O)OC(C)(C)C)C([C@@H](C)OS(=O)(=O)C)=O)=O (t-butyl (4S)-1-methyl-3-[(2R)-2-(methanesulfonyloxy)-propionyl]-2-oxoimidazolidine-4carboxylate). Reactants: COC1=C(CN)C=CC=C1 (2-methoxybenzylamine), C[Si](C)(C)CCl (trimethylsilylmethyl chloride). The solvent is C(C)#N (acetonitrile). Yields the product crude product, COC1=C(C=CC=C1)CNC[Si](C)(C)C (2-methoxy-N-[(trimethylsilyl)methyl]benzenemethanamine). Reaction SMILES: [CH3:1][O:2][C:3]1[CH:10]=[CH:9][CH:8]=[CH:7][C:4]=1[CH2:5][NH2:6].[CH3:11][Si:12]([CH2:15]Cl)([CH3:14])[CH3:13]>C(#N)C>[CH3:1][O:2][C:3]1[CH:10]=[CH:9][CH:8]=[CH:7][C:4]=1[CH2:5][NH:6][CH2:11][Si:12]([CH3:15])([CH3:14])[CH3:13]. Procedure: A mixture of 2-methoxybenzylamine (25 g, 182.2 mmol) and trimethylsilylmethyl chloride (11.2 g, 91.1 mmol) in acetonitrile (140 ml) was refluxed overnight. Then the mixture was concentrated under vacuum at 70° C. with a rotary evaporator to remove all volatiles. The white residue was mixed with n-heptane (250 ml) and filtered over a glass filter. The salt residue was washed with n-heptane (2×25 ml). The combined heptane filtrates were concentrated under vacuum to give the crude product 2-methoxy...